From a dataset of the Open Reaction Database (ORD), a public repository of structured organic reaction records. describe an organic reaction: reactants, conditions, products, and yield Starting materials: O=C(O)C1CCc2[nH]c(=O)n3cc(-c4ccccc4F)nc3c2C1, CNC, CN(C)C=O, O. Product: CN(C)C(=O)C1CCc2[nH]c(=O)n3cc(-c4ccccc4F)nc3c2C1. As a reaction SMILES: [C:1](=[O:2])([OH:3])[CH:4]1[CH2:5][c:6]2[c:7]3[n:8]([c:9](=[O:14])[nH:10][c:11]2[CH2:12][CH2:13]1)[cH:15][c:16](-[c:18]1[c:19]([F:24])[cH:20][cH:21][cH:22][cH:23]1)[n:17]3.[CH3:25][NH:26][CH3:27].[O:29]=[CH:30][N:31]([CH3:32])[CH3:33].[OH2:28]>>[C:1](=[O:3])([CH:4]1[CH2:5][c:6]2[c:7]3[n:8]([c:9](=[O:14])[nH:10][c:11]2[CH2:12][CH2:13]1)[cH:15][c:16](-[c:18]1[c:19]([F:24])[cH:20][cH:21][cH:22][cH:23]1)[n:17]3)[N:26]([CH3:25])[CH3:27]. The product is C(#N)C=1C=C(C=CC1)[C@H](C)N ((S)-1-(3-cyanophenyl)ethylamine). The solvent is C1=CC=CC=C1 (benzene). The reactants are resultant mixture, C(#N)C=1C=C(C=CC1)[C@H](C)N=[N+]=[N-] ((S)-1-(3-cyanophenyl)-1-azidoethane), O (H2O), C1(=CC=CC=C1)P(C1=CC=CC=C1)C1=CC=CC=C1 (triphenylphosphine), Cl (HCl). Procedure: (S)-1-(3-cyanophenyl)-1-azidoethane (1.42 mmol) was dissolved in benzene (4 mL), H2O (500 μL) was added followed by triphenylphosphine (2.90 mmol). The resultant mixture was heated to 80° C. for 3.5 h. 25 mL of 2N HCl was added and the mixture washed 3×20 mL diethyl ether. These washes were discarded and the aqueous phase made strongly basic by the addition of 5N NaOH. This basic aqueous phase was then extracted 3×25 mL diethyl ether, these extracts combined, washed with brine, dried (MgSO4) and... RXN SMILES: [C:1]([C:3]1[CH:4]=[C:5]([C@@H:9]([N:11]=[N+]=[N-])[CH3:10])[CH:6]=[CH:7][CH:8]=1)#[N:2].O.C1(P(C2C=CC=CC=2)C2C=CC=CC=2)C=CC=CC=1.Cl>C1C=CC=CC=1>[C:1]([C:3]1[CH:4]=[C:5]([C@@H:9]([NH2:11])[CH3:10])[CH:6]=[CH:7][CH:8]=1)#[N:2]. Starting materials: N1N=NC=C1 (1,2,3-triazole), [H-].[Na+] (sodium hydride), S1C(=NC2=C1C=CC=C2)C(C=2C=C(C=CC2)SCCOS(=O)(=O)C)OC2CCN(CC2)C (methanesulfonic acid 2-{3-[benzothiazol-2-yl(1-methylpiperidin-4-yloxy)methyl]phenylsulfanyl}ethyl ester), O (Water). Run in CN(C=O)C (N,N-dimethylformamide), CN(C=O)C (N,N-dimethylformamide). Run at time 15 minute. The product is CN1CCC(CC1)OC(C=1SC2=C(N1)C=CC=C2)C2=CC(=CC=C2)SCCN2N=CC=N2 (2-{(1-methylpiperidin-4-yloxy)[3-(2-[1,2,3]triazol-2-yl-ethylsulfanyl)phenyl]methyl}benzothiazole). As a reaction SMILES: [NH:1]1[CH:5]=[CH:4][N:3]=[N:2]1.[H-].[Na+].[S:8]1[C:12]2[CH:13]=[CH:14][CH:15]=[CH:16][C:11]=2[N:10]=[C:9]1[CH:17]([O:32][CH:33]1[CH2:38][CH2:37][N:36]([CH3:39])[CH2:35][CH2:34]1)[C:18]1[CH:19]=[C:20]([S:24][CH2:25][CH2:26]OS(C)(=O)=O)[CH:21]=[CH:22][CH:23]=1.O>CN(C)C=O>[CH3:39][N:36]1[CH2:37][CH2:38][CH:33]([O:32][CH:17]([C:18]2[CH:23]=[CH:22][CH:21]=[C:20]([S:24][CH2:25][CH2:26][N:2]3[N:3]=[CH:4][CH:5]=[N:1]3)[CH:19]=2)[C:9]2[S:8][C:12]3[CH:13]=[CH:14][CH:15]=[CH:16][C:11]=3[N:10]=2)[CH2:34][CH2:35]1 |f:1.2|. Reported procedure: To a solution of 1,2,3-triazole (36.5 mg) in N,N-dimethylformamide (1 mL) is added a dispersion of sodium hydride 60% in mineral oil (1 molar equivalent). The reaction mixture is stirred at room temperature for 15 minutes, then a solution of methanesulfonic acid 2-{3-[benzothiazol-2-yl(1-methylpiperidin-4-yloxy)methyl]phenylsulfanyl}ethyl ester (85 mg) in N,N-dimethylformamide (1 mL) is added. The reaction mixture is stirred at 60° C. overnight. Water is added and the aqueous phase is extracted ... Isolated yield 43.5%. RXN SMILES: [CH2:1]([C@H:6]1[CH2:11][CH2:10][C@H:9]([CH2:12][CH2:13][CH:14]2[CH2:19][CH2:18][C:17](=O)[CH2:16][CH2:15]2)[CH2:8][CH2:7]1)[CH2:2][CH2:3][CH2:4][CH3:5].[C:21]1([OH:27])[CH:26]=[CH:25][CH:24]=[CH:23][CH:22]=1.[Cl-].[Ca+2].[Cl-].Cl>C(OCC)(=O)C.O>[OH:27][C:21]1[CH:26]=[CH:25][C:24]([C:17]2([C:24]3[CH:25]=[CH:26][C:21]([OH:27])=[CH:22][CH:23]=3)[CH2:18][CH2:19][CH:14]([CH2:13][CH2:12][C@H:9]3[CH2:8][CH2:7][C@H:6]([CH2:1][CH2:2][CH2:3][CH2:4][CH3:5])[CH2:11][CH2:10]3)[CH2:15][CH2:16]2)=[CH:23][CH:22]=1 |f:2.3.4|. Starting materials: C(CCCC)[C@@H]1CC[C@H](CC1)CCC1CCC(CC1)=O (4-[2-(Trans-4-n-pentylcyclohexyl)ethyl]cyclohexanone), C1(=CC=CC=C1)O (phenol), [Cl-].[Ca+2].[Cl-] (calcium chloride), Cl (hydrochloric acid). Run at time 24 hour. Run in C(C)(=O)OCC (ethyl acetate), O (water). Procedure details: 4-[2-(Trans-4-n-pentylcyclohexyl)ethyl]cyclohexanone (112.4 g), phenol (152.7 g) and calcium chloride (90.1 g) were mixed, followed by gradually dropwise adding conc. hydrochloric acid (68 ml) with vigorous stirring at room temperature, agitating the mixture for 30 minutes after completion of the dropwise addition, further allowing the resulting material to stand at room temperature for 24 hours, adding hot water (0.5 l) and ethyl acetate (2 l) to dissolve it on heating, washing with saturated N... The product is OC1=CC=C(C=C1)C1(CCC(CC1)CC[C@@H]1CC[C@H](CC1)CCCCC)C1=CC=C(C=C1)O (1,1-bis(4-hydroxyphenyl)-4-[2-(trans-4-n-pentylcyclohexyl)ethyl]cyclohexane).